describe an organic reaction: reactants, conditions, products, and yield From a dataset of the Open Reaction Database (ORD), a public repository of structured organic reaction records. Reactants: C1CCOC1, Cc1cc([N+](=O)[O-])cnc1N1CCN(C(=O)c2c(F)cccc2F)CC1, N, [Na+], [Na+], O, O=S([O-])S(=O)[O-]. The product is Cc1cc(N)cnc1N1CCN(C(=O)c2c(F)cccc2F)CC1. Reaction SMILES: [CH2:36]1[O:37][CH2:38][CH2:39][CH2:40]1.[F:10][c:11]1[c:12]([C:18](=[O:19])[N:20]2[CH2:21][CH2:22][N:23]([c:26]3[n:27][cH:28][c:29]([N+:33]([O-:34])=[O:35])[cH:30][c:31]3[CH3:32])[CH2:24][CH2:25]2)[c:13]([F:17])[cH:14][cH:15][cH:16]1.[NH3:9].[Na+:7].[Na+:8].[OH2:41].[S:1]([S:2]([O-:3])=[O:4])([O-:5])=[O:6]>>[F:10][c:11]1[c:12]([C:18](=[O:19])[N:20]2[CH2:21][CH2:22][N:23]([c:26]3[n:27][cH:28][c:29]([NH2:33])[cH:30][c:31]3[CH3:32])[CH2:24][CH2:25]2)[c:13]([F:17])[cH:14][cH:15][cH:16]1. The reactants are [N+](=O)([O-])[O-].[K+] (potassium nitrate), CC1=CN=CC2=CC=CC=C12 (4-methylisoquinoline). Run in O (water), S(O)(O)(=O)=O (sulfuric acid), S(O)(O)(=O)=O (sulfuric acid). Run at time 30 minute. Product: CC1=CN=CC2=CC=CC(=C12)[N+](=O)[O-] (4-Methyl-5-nitroisoquinoline). Yield: 71.6%. RXN SMILES: [CH3:1][C:2]1[C:11]2[C:6](=[CH:7][CH:8]=[CH:9][CH:10]=2)[CH:5]=[N:4][CH:3]=1.[N+:12]([O-])([O-:14])=[O:13].[K+]>S(=O)(=O)(O)O.O>[CH3:1][C:2]1[C:11]2[C:6](=[CH:7][CH:8]=[CH:9][C:10]=2[N+:12]([O-:14])=[O:13])[CH:5]=[N:4][CH:3]=1 |f:1.2|. Procedure: To 45 ml of concentrated sulfuric acid was added 12.75 g of 4-methylisoquinoline (produced according to Tetrahedron, 1982, 38, 3347) under ice-cooling, and a solution of 9.02 g of potassium nitrate in 34 ml of concentrated sulfuric acid was added dropwise at a temperature not exceeding 0° C. After 30 minutes of stirring, the reaction mixture was poured in iced water containing aqueous ammonia and extracted with ethyl acetate. The extract was dried over anhydrous magnesium sulfate and the solvent... Starting materials: Cl (hydrochloric acid), ClC1=CC2=C(C(CCCN(C(CC2)=O)C(=O)CCCNC(C)=O)=O)C=C1 (N-[3-[(11-chloro-2,3,5,6,7,8-hexahydro-3,8-dioxo-4-benzazecin-4(1H)-yl)-carbonyl]propyl]acetamide), O1CCCC1 (tetrahydrofuran). Conditions: time 8 day. The product is C(C)(=O)NCCCC(=O)NCCCC(=O)C1=C(CCC(=O)O)C=C(C=C1)Cl (2-[4-(4-acetamidobutyramido)butyryl]-5-chlorohydrocinnamic acid). RXN SMILES: Cl.[Cl:2][C:3]1[CH:27]=[CH:26][C:6]2[C:7](=[O:25])[CH2:8][CH2:9][CH2:10][N:11]([C:16]([CH2:18][CH2:19][CH2:20][NH:21][C:22](=[O:24])[CH3:23])=[O:17])[C:12](=[O:15])[CH2:13][CH2:14][C:5]=2[CH:4]=1.[O:28]1CCCC1>>[C:22]([NH:21][CH2:20][CH2:19][CH2:18][C:16]([NH:11][CH2:10][CH2:9][CH2:8][C:7]([C:6]1[CH:26]=[CH:27][C:3]([Cl:2])=[CH:4][C:5]=1[CH2:14][CH2:13][C:12]([OH:28])=[O:15])=[O:25])=[O:17])(=[O:24])[CH3:23]. Procedure details: 120 ml of 2N hydrochloric acid are added to a solution of 23.8 g (0.06 ml) of N-[3-[(11-chloro-2,3,5,6,7,8-hexahydro-3,8-dioxo-4-benzazecin-4(1H)-yl)-carbonyl]propyl]acetamide in 240 ml of tetrahydrofuran and the mixture is stirred at room temperature for 8 days. The solution is concentrated, extracted with methylene chloride/water, dried with magnesium sulfate and the solvent is distilled in a vacuum. Recrystallization from methanol/ether gives 2-[4-(4-acetamidobutyramido)butyryl]-5-chlorohydro... The reactants are CC(C)=CCCBr, O=C([O-])O, CN(C)C=O, O=[N+]([O-])c1ncc[nH]1, [Na+], O, c1c[nH]cn1. The product is CC(C)=CCCn1ccnc1[N+](=O)[O-]. RXN SMILES: [Br:14][CH2:15][CH2:16][CH:17]=[C:18]([CH3:19])[CH3:20].[C:9](=[O:10])([OH:11])[O-:12].[CH3:26][N:27]([CH3:28])[CH:29]=[O:30].[N+:1](=[O:2])([O-:3])[c:4]1[nH:5][cH:6][cH:7][n:8]1.[Na+:13].[OH2:31].[nH:21]1[cH:22][cH:23][n:24][cH:25]1>>[N+:1](=[O:2])([O-:3])[c:4]1[n:5]([CH2:15][CH2:16][CH:17]=[C:18]([CH3:19])[CH3:20])[cH:6][cH:7][n:8]1. Reactants: [BH4-].[Na+] (sodium borohydride), COC1=C(C=C(C=C1)OC)CCC=1C=C2C(NC=NC2=CC1)=O (6-[2-(2,5-dimethoxyphenyl)ethyl]-3H-quinazolin-4-one), buffer solution. The solvent is C(C)(=O)O (acetic acid). Conditions: time 5 hour. The product is COC1=C(C=C(C=C1)OC)CCC=1C=C2C(NCNC2=CC1)=O (6-[2-(2,5-Dimethoxyphenyl)ethyl]-2,3-dihydro-1H-quinazolin-4-one). As a reaction SMILES: [CH3:1][O:2][C:3]1[CH:8]=[CH:7][C:6]([O:9][CH3:10])=[CH:5][C:4]=1[CH2:11][CH2:12][C:13]1[CH:14]=[C:15]2[C:20](=[CH:21][CH:22]=1)[N:19]=[CH:18][NH:17][C:16]2=[O:23].[BH4-].[Na+]>C(O)(=O)C>[CH3:1][O:2][C:3]1[CH:8]=[CH:7][C:6]([O:9][CH3:10])=[CH:5][C:4]=1[CH2:11][CH2:12][C:13]1[CH:14]=[C:15]2[C:20](=[CH:21][CH:22]=1)[NH:19][CH2:18][NH:17][C:16]2=[O:23] |f:1.2|. Reported procedure: 130 g of 6-[2-(2,5-dimethoxyphenyl)ethyl]-3H-quinazolin-4-one are dissolved in 3 ml of acetic acid and treated with 58 mg of sodium borohydride. After stirring for 5 hours at room temperature, the mixture is poured onto 2 M aqueous pH7 buffer solution and extracted with ethyl acetate. The combined organic layers are dried over magnesium sulfate and concentrated in vacuo. The residue is chromatographed on silica gel to give the title compound as colourless crystals. mp.: 138-140°. As a reaction SMILES: [CH3:41][CH:42]([CH2:43][C:44](=[O:45])[Cl:46])[CH3:47].[Cl:1][c:2]1[cH:3][cH:4][c:5]([CH2:6][n:7]2[c:8]([CH2:32][C:33]([C:34](=[O:35])[OH:36])([CH3:37])[CH3:38])[c:9]([C:28]([CH3:29])([CH3:30])[CH3:31])[c:10]3[cH:11][c:12]([O:16][CH2:17][c:18]4[n:19][c:20]5[cH:21][cH:22][cH:23][cH:24][c:25]5[cH:26][cH:27]4)[cH:13][cH:14][c:15]23)[cH:39][cH:40]1>>[Cl:1][c:2]1[cH:3][cH:4][c:5]([CH2:6][n:7]2[c:8]([CH2:32][C:33]([C:34](=[O:35])[OH:36])([CH3:37])[CH3:38])[c:9]([C:44]([CH2:43][CH:42]([CH3:41])[CH3:47])=[O:45])[c:10]3[cH:11][c:12]([O:16][CH2:17][c:18]4[n:19][c:20]5[cH:21][cH:22][cH:23][cH:24][c:25]5[cH:26][cH:27]4)[cH:13][cH:14][c:15]23)[cH:39][cH:40]1. Starting materials: CC(C)CC(=O)Cl, CC(C)(Cc1c(C(C)(C)C)c2cc(OCc3ccc4ccccc4n3)ccc2n1Cc1ccc(Cl)cc1)C(=O)O. The product is CC(C)CC(=O)c1c(CC(C)(C)C(=O)O)n(Cc2ccc(Cl)cc2)c2ccc(OCc3ccc4ccccc4n3)cc12. Reactants: C(C(C)C)N([C@@H](CCCCNC(=O)OCC1C2=CC=CC=C2C=2C=CC=CC12)C(=O)O)S(=O)(=O)C1=CC=C(C=C1)C (Nα-isobutyl-Nα-(4-methylbenzenesulfonyl)-Nε-(9-fluorenylmethoxycarbonyl)-L-lysine), C1CCC(CC1)N=C=NC2CCCCC2 (DCC), C(=O)(C(F)(F)F)O (TFA), C=1C=CC2=C(C1)N=NN2O (HOBt), C1=CC=CC=2C3=CC=CC=C3C(C12)COC(=O)N[C@@H](COCC1=CC=CC=C1)C(=O)O (Nα-(9-fluorenylmethoxycarbonyl)-O-benzyl-L-serine), CC1=CC=C(C=C1)S(=O)(=O)Cl (4-methylbenzenesulfonyl chloride). Run in C(Cl)Cl (CH2Cl2). Product: CC1=CC=C(C=C1)S(=O)(=O)N[C@@H](COCC2=CC=CC=C2)C(=O)NCCCC[C@@H](C(=O)O)N(CC(C)C)S(=O)(=O)C3=CC=C(C=C3)C (Nα-isobutyl-Nα-(4-methylbenzenesulfonyl)-Nε-[N′α-(4-methylbenzenesulfonyl)-O-benzyl-L-seryl]-L-lysine), desired material. The yield is 42.0%. As a reaction SMILES: [CH2:1]([N:5]([S:32]([C:35]1[CH:40]=[CH:39][C:38]([CH3:41])=[CH:37][CH:36]=1)(=[O:34])=[O:33])[C@H:6]([C:29]([OH:31])=[O:30])[CH2:7][CH2:8][CH2:9][CH2:10][NH:11]C(OCC1C2C=CC=CC=2C2C1=CC=CC=2)=O)[CH:2]([CH3:4])[CH3:3].C1C2C(COC([NH:59][C@H:60]([C:70]([OH:72])=O)[CH2:61][O:62][CH2:63][C:64]3[CH:69]=[CH:68][CH:67]=[CH:66][CH:65]=3)=O)C3C(=CC=CC=3)C=2C=CC=1.C1CCC(N=C=N[CH:82]2[CH2:87][CH2:86][CH2:85][CH2:84][CH2:83]2)CC1.C1C=CC2N(O)N=NC=2C=1.CC1C=CC([S:105](Cl)(=[O:107])=[O:106])=CC=1.[C:109](O)(C(F)(F)F)=O>C(Cl)Cl>[CH3:109][C:82]1[CH:83]=[CH:84][C:85]([S:105]([NH:59][C@H:60]([C:70]([NH:11][CH2:10][CH2:9][CH2:8][CH2:7][C@H:6]([N:5]([S:32]([C:35]2[CH:36]=[CH:37][C:38]([CH3:41])=[CH:39][CH:40]=2)(=[O:33])=[O:34])[CH2:1][CH:2]([CH3:4])[CH3:3])[C:29]([OH:31])=[O:30])=[O:72])[CH2:61][O:62][CH2:63][C:64]2[CH:65]=[CH:66][CH:67]=[CH:68][CH:69]=2)(=[O:107])=[O:106])=[CH:86][CH:87]=1. Reported procedure: The title compound was prepared from solid phase bound Nα-isobutyl-Nα-(4-methylbenzenesulfonyl)-Nε-(9-fluorenylmethoxycarbonyl)-L-lysine (200 mg, 0.1 mmol) in a similar fashion to general procedure Bb using commercially available Nα-(9-fluorenylmethoxycarbonyl)-O-benzyl-L-serine (100 mg, 0.24 mmol) with DCC (100 mg, 0.48 mmol) and HOBt (50 mg, 0.37 mmol) as the activating reagents. The intermediate adduct was again deprotected and coupled with 4-methylbenzenesulfonyl chloride in CH2Cl2 before be... Starting materials: Cl.FC(CN)(F)F (2,2,2-trifluoroethanamine hydrochloride), N(=O)[O-].[Na+] (NaNO2), BrC1=C(C=CC=C1)CC=O (2-(2-bromophenyl)acetaldehyde). The reagents and catalysts are [Cl-].[Cl-].[Cl-].[Cl-].[Zr+4] (ZrCl4). Run in C(Cl)Cl (DCM), O (water). Conditions: temperature 78 celsius, time 1 hour. Yields the product BrC1=C(C=CC=C1)CC(CC(F)(F)F)=O (1-(2-Bromophenyl)-4,4,4-trifluorobutan-2-one). RXN SMILES: Cl.[F:2][C:3]([F:7])([F:6])[CH2:4]N.N([O-])=O.[Na+].[Br:12][C:13]1[CH:18]=[CH:17][CH:16]=[CH:15][C:14]=1[CH2:19][CH:20]=[O:21]>C(Cl)Cl.O.[Cl-].[Cl-].[Cl-].[Cl-].[Zr+4]>[Br:12][C:13]1[CH:18]=[CH:17][CH:16]=[CH:15][C:14]=1[CH2:19][C:20](=[O:21])[CH2:4][C:3]([F:7])([F:6])[F:2] |f:0.1,2.3,7.8.9.10.11|. Procedure: To a solution of 2,2,2-trifluoroethanamine hydrochloride (27.1 g, 200 mmol) in DCM (400 ml) and water (50 ml) was added NaNO2 (15.43 g, 241 mmol) at 0° C. and stirred for 1 h. Then cooled to 78° C. then added 2-(2-bromophenyl)acetaldehyde (20 g, 100 mmol) and ZrCl4 (30.4 g, 130 mmol) and stirred for 2 h. The reaction mixture was quenched with MeOH (30 ml). The title compound was purified by separation methods A and E. (Yield 13.0 g). Procedure details: Diethyl phosphorocyanidate (39.1 mg) was added to a DMF solution (1 ml) of 4-{[N-[5-(1-methyl-2-oxo-1,2-dihydroquinolin-6-yloxy)pentyl]-N-(2-pyridin-3-ylethyl)amino]methyl}benzoic acid (0.10 g), methylamine hydrochloride (27 mg), and triethylamine (0.07 ml), and the mixture was stirred at room temperature overnight. Ice water was added to the reaction mixture, and extraction with ethyl acetate was performed. The organic layer was washed with water and a saturated sodium chloride aqueous solution... Isolated yield 69.4%. As a reaction SMILES: P([C:9]#[N:10])(=O)(OCC)OCC.CN(C=O)C.[CH3:16][N:17]1[C:26]2[C:21](=[CH:22][C:23]([O:27][CH2:28][CH2:29][CH2:30][CH2:31][CH2:32][N:33]([CH2:42][C:43]3[CH:51]=[CH:50][C:46]([C:47]([OH:49])=O)=[CH:45][CH:44]=3)[CH2:34][CH2:35][C:36]3[CH:37]=[N:38][CH:39]=[CH:40][CH:41]=3)=[CH:24][CH:25]=2)[CH:20]=[CH:19][C:18]1=[O:52].[ClH:53].CN>C(OCC)(=O)C.C(N(CC)CC)C>[ClH:53].[ClH:53].[CH3:9][NH:10][C:47](=[O:49])[C:46]1[CH:50]=[CH:51][C:43]([CH2:42][N:33]([CH2:32][CH2:31][CH2:30][CH2:29][CH2:28][O:27][C:23]2[CH:22]=[C:21]3[C:26](=[CH:25][CH:24]=2)[N:17]([CH3:16])[C:18](=[O:52])[CH:19]=[CH:20]3)[CH2:34][CH2:35][C:36]2[CH:37]=[N:38][CH:39]=[CH:40][CH:41]=2)=[CH:44][CH:45]=1 |f:3.4,7.8.9|. The solvent is C(C)(=O)OCC (ethyl acetate), C(C)N(CC)CC (triethylamine). Conditions: time 8 hour. Product: Cl.Cl.CNC(C1=CC=C(C=C1)CN(CCC=1C=NC=CC1)CCCCCOC=1C=C2C=CC(N(C2=CC1)C)=O)=O (N-methyl-4-{[N-[5-(1-methyl-2-oxo-1,2-dihydroquinolin-6-yloxy)pentyl]-N-(2-pyridin-3-ylethyl)amino]methyl}benzamide dihydrochloride). Reactants: Ice water, P(OCC)(OCC)(=O)C#N (Diethyl phosphorocyanidate), CN(C)C=O (DMF), CN1C(C=CC2=CC(=CC=C12)OCCCCCN(CCC=1C=NC=CC1)CC1=CC=C(C(=O)O)C=C1)=O (4-{[N-[5-(1-methyl-2-oxo-1,2-dihydroquinolin-6-yloxy)pentyl]-N-(2-pyridin-3-ylethyl)amino]methyl}benzoic acid), Cl.CN (methylamine hydrochloride). The reactants are C(C)(C)(C)Br (Tert-butyl bromide), C(=O)([O-])[O-].[K+].[K+] (K2CO3), C(C)(C)(C)Br (tert-butyl bromide), C(=O)([O-])[O-].[K+].[K+] (K2CO3), COC=1C=2N(C(=CC1)C=1C=C3COC(C3=CC1)=O)N=C(N2)C2(CC2)C(=O)O (1-[8-methoxy-5-(1-oxo-3H-isobenzofuran-5-yl)-[1,2,4]triazolo[1,5-a]pyridin-2-yl]cyclopropanecarboxylic acid). Reagents/catalysts: [Cl-].C(C1=CC=CC=C1)[N+](CC)(CC)CC (benzyltriethyl-ammonium chloride). The solvent is CN(C)C=O (DMF). Run at temperature 55 celsius, time 3 day. The product is COC=1C=2N(C(=CC1)C=1C=C3COC(C3=CC1)=O)N=C(N2)C2(CC2)C(=O)OC(C)(C)C (Tert-butyl 1-[8-methoxy-5-(1-oxo-3H-isobenzofuran-5-yl)-[1,2,4]triazolo[1,5-a]pyridin-2-yl]cyclopropanecarboxylate). Reaction SMILES: [CH3:1][O:2][C:3]1[C:4]2[N:5]([N:19]=[C:20]([C:22]3([C:25]([OH:27])=[O:26])[CH2:24][CH2:23]3)[N:21]=2)[C:6]([C:9]2[CH:10]=[C:11]3[C:15](=[CH:16][CH:17]=2)[C:14](=[O:18])[O:13][CH2:12]3)=[CH:7][CH:8]=1.[C:28](Br)([CH3:31])([CH3:30])[CH3:29].C([O-])([O-])=O.[K+].[K+]>[Cl-].C([N+](CC)(CC)CC)C1C=CC=CC=1.CN(C=O)C>[CH3:1][O:2][C:3]1[C:4]2[N:5]([N:19]=[C:20]([C:22]3([C:25]([O:27][C:28]([CH3:31])([CH3:30])[CH3:29])=[O:26])[CH2:23][CH2:24]3)[N:21]=2)[C:6]([C:9]2[CH:10]=[C:11]3[C:15](=[CH:16][CH:17]=2)[C:14](=[O:18])[O:13][CH2:12]3)=[CH:7][CH:8]=1 |f:2.3.4,5.6|. Procedure: A suspension of 1-[8-methoxy-5-(1-oxo-3H-isobenzofuran-5-yl)-[1,2,4]triazolo[1,5-a]pyridin-2-yl]cyclopropanecarboxylic acid (30 mg, 83 μmol) and benzyltriethyl-ammonium chloride (19 mg, 83 μmol) in DMF (1.0 mL) was gently heated until it became a solution. Tert-butyl bromide (297 μL, 2.64 mmol) and K2CO3 (171 mg, 1.24 mmol) were added and the mixture was stirred at 55° C. for three days. Additional tert-butyl bromide (139 μL, 1.24 mmol) and K2CO3 (171 mg, 1.24 mmol) were added and the mixture wa...